Task: describe an organic reaction: reactants, conditions, products, and yield. Dataset: the Open Reaction Database (ORD), a public repository of structured organic reaction records The reactants are [BH4-], C1COCCN1, CCO, [Na+], O=Cc1cccc(O)c1. Product: Oc1cccc(CN2CCOCC2)c1. RXN SMILES: [BH4-:16].[CH2:10]1[CH2:11][O:12][CH2:13][CH2:14][NH:15]1.[CH3:18][CH2:19][OH:20].[Na+:17].[OH:1][c:2]1[cH:3][c:4]([CH:5]=[O:6])[cH:7][cH:8][cH:9]1>>[OH:1][c:2]1[cH:3][c:4]([CH2:5][N:15]2[CH2:10][CH2:11][O:12][CH2:13][CH2:14]2)[cH:7][cH:8][cH:9]1. The reactants are N(=[N+]=[N-])CC1=CC=C(C=C1)CC(C)NC1=NC=CC(=N1)N1C=2N(C(CC1)=O)CC=C(N2)C2=CC=CC=C2 (1-{2-[2-(4-azidomethyl-phenyl)-1-methyl-ethylamino]-pyrimidin-4-yl}-8-phenyl-1,2,3,6-tetrahydro-pyrimido[1,2-a]pyrimidin-4-one), C1=CCC=CC1 (1,4-cyclohexadiene). Reagents/catalysts: [Pd] (palladium on carbon). Solvent: C(C)OC(C)=O (ethylacetate). Product: NCC1=CC=C(C=C1)CC(C)NC1=NC=CC(=N1)N1C=2N(C(CC1)=O)CC=C(N2)C2=CC=CC=C2 (1-{2-[2-(4-Aminomethyl-phenyl)-1-methyl-ethylamino]-pyrimidin-4-yl}-8-phenyl-1,2,3,6-tetrahydro-pyrimido[1,2-a]pyrimidin-4-one). As a reaction SMILES: [N:1]([CH2:4][C:5]1[CH:10]=[CH:9][C:8]([CH2:11][CH:12]([NH:14][C:15]2[N:20]=[C:19]([N:21]3[CH2:26][CH2:25][C:24](=[O:27])[N:23]4[CH2:28][CH:29]=[C:30]([C:32]5[CH:37]=[CH:36][CH:35]=[CH:34][CH:33]=5)[N:31]=[C:22]34)[CH:18]=[CH:17][N:16]=2)[CH3:13])=[CH:7][CH:6]=1)=[N+]=[N-].C1CC=CCC=1>[Pd].C(OC(=O)C)C>[NH2:1][CH2:4][C:5]1[CH:10]=[CH:9][C:8]([CH2:11][CH:12]([NH:14][C:15]2[N:20]=[C:19]([N:21]3[CH2:26][CH2:25][C:24](=[O:27])[N:23]4[CH2:28][CH:29]=[C:30]([C:32]5[CH:33]=[CH:34][CH:35]=[CH:36][CH:37]=5)[N:31]=[C:22]34)[CH:18]=[CH:17][N:16]=2)[CH3:13])=[CH:7][CH:6]=1. Procedure details: The mixture of 1-{2-[2-(4-azidomethyl-phenyl)-1-methyl-ethylamino]-pyrimidin-4-yl}-8-phenyl-1,2,3,6-tetrahydro-pyrimido[1,2-a]pyrimidin-4-one, 1,4-cyclohexadiene (80 μL, 0.80 mmol) and palladium on carbon (100 mg) in ethylacetate (10 mL) was heated to reflux for 3 h and brought to room temperature. The mixture was filtered through celite and concentrated to afford a white solid. M+1=468. 1NMR (CDCl3) d (3H, 1.22 ppm), m (2H, 2.23 ppm), m (1H, 2.76 ppm), m (1H, 2.98 ppm), s (2H, 3.84 ppm), m (4H,...